describe an organic reaction: reactants, conditions, products, and yield From a dataset of the Open Reaction Database (ORD), a public repository of structured organic reaction records. Reactants: CCN(CC)CCOCCc1ccc2sc(C(=O)O)cc2c1, CCOC(C)=O, N, C1CCOC1. Yields the product CCN(CC)CCOCCc1ccc2sc(C(N)=O)cc2c1. Reaction SMILES: [CH2:1]([CH3:2])[N:3]([CH2:4][CH2:5][O:6][CH2:7][CH2:8][c:9]1[cH:10][c:11]2[c:12]([s:13][c:14]([C:16](=[O:17])[OH:18])[cH:15]2)[cH:19][cH:20]1)[CH2:21][CH3:22].[CH3:24][CH2:25][O:26][C:27](=[O:28])[CH3:29].[NH3:23].[O:30]1[CH2:31][CH2:32][CH2:33][CH2:34]1>>[CH2:1]([CH3:2])[N:3]([CH2:4][CH2:5][O:6][CH2:7][CH2:8][c:9]1[cH:10][c:11]2[c:12]([s:13][c:14]([C:16](=[O:17])[NH2:23])[cH:15]2)[cH:19][cH:20]1)[CH2:21][CH3:22]. Reactants: O, Cc1ccc(S(=O)(=O)Cl)cc1, c1ccncc1, OCC(O)C(c1ccccc1)n1ccc2ccccc21. Yields the product Cc1ccc(S(=O)(=O)OCC(O)C(c2ccccc2)n2ccc3ccccc32)cc1. RXN SMILES: [OH2:38].[c:21]1([CH3:31])[cH:22][cH:23][c:24]([S:27](=[O:28])(=[O:29])[Cl:30])[cH:25][cH:26]1.[cH:32]1[cH:33][cH:34][n:35][cH:36][cH:37]1.[n:1]1([CH:10]([CH:11]([CH2:12][OH:13])[OH:14])[c:15]2[cH:16][cH:17][cH:18][cH:19][cH:20]2)[cH:2][cH:3][c:4]2[cH:5][cH:6][cH:7][cH:8][c:9]12>>[n:1]1([CH:10]([CH:11]([CH2:12][O:13][S:27]([c:24]2[cH:23][cH:22][c:21]([CH3:31])[cH:26][cH:25]2)(=[O:28])=[O:29])[OH:14])[c:15]2[cH:16][cH:17][cH:18][cH:19][cH:20]2)[cH:2][cH:3][c:4]2[cH:5][cH:6][cH:7][cH:8][c:9]12. Reactants: BrC1=C2C=CN=CC2=CC=C1 (5-bromoisoquinoline), CN([C@@H]1CNCC1)C ((S)-N,N-dimethylpyrrolidin-3-amine), CC(C)([O-])C.[Na+] (sodium tert-butoxide). The reagents and catalysts are C=1C=CC(=CC1)/C=C/C(=O)/C=C/C2=CC=CC=C2.C=1C=CC(=CC1)/C=C/C(=O)/C=C/C2=CC=CC=C2.C=1C=CC(=CC1)/C=C/C(=O)/C=C/C2=CC=CC=C2.[Pd].[Pd] (Pd2(dba)3), C=1C=CC(=CC1)P(C=2C=CC=CC2)C3=CC=C4C=CC=CC4=C3C5=C6C=CC=CC6=CC=C5P(C=7C=CC=CC7)C=8C=CC=CC8 (BINAP). Reaction conditions: temperature 85 celsius. The product is C1=NCCC2=C(C=CC=C12)N1C[C@H](CC1)N(C)C ((S)-1-(3,4-Dihydroisoquinolin-5-yl)-N,N-dimethylpyrrolidin-3-amine). The yield is 82.3%. As a reaction SMILES: Br[C:2]1[CH:11]=[CH:10][CH:9]=[C:8]2[C:3]=1[CH:4]=[CH:5][N:6]=[CH:7]2.[CH3:12][N:13]([CH3:19])[C@H:14]1[CH2:18][CH2:17][NH:16][CH2:15]1.CC(C)([O-])C.[Na+]>C1C=CC(/C=C/C(/C=C/C2C=CC=CC=2)=O)=CC=1.C1C=CC(/C=C/C(/C=C/C2C=CC=CC=2)=O)=CC=1.C1C=CC(/C=C/C(/C=C/C2C=CC=CC=2)=O)=CC=1.[Pd].[Pd].C1C=CC(P(C2C(C3C(P(C4C=CC=CC=4)C4C=CC=CC=4)=CC=C4C=3C=CC=C4)=C3C(C=CC=C3)=CC=2)C2C=CC=CC=2)=CC=1>[CH:7]1[C:8]2[C:3](=[C:2]([N:16]3[CH2:17][CH2:18][C@H:14]([N:13]([CH3:19])[CH3:12])[CH2:15]3)[CH:11]=[CH:10][CH:9]=2)[CH2:4][CH2:5][N:6]=1 |f:2.3,4.5.6.7.8|. Procedure details: To 5-bromoisoquinoline (0.60 g, 2.88 mmol), (S)-N,N-dimethylpyrrolidin-3-amine (0.428 g, 3.75 mmol), Pd2(dba)3 (0.053 g, 0.058 mmol), BINAP (0.072 g, 0.115 mmol), and sodium tert-butoxide (0.39 g, 4.04 mmol) was added degassed toluene (10 mL) and the mixture was heated to 85° C. overnight. The reaction mixture was dissolved in EtOAc, washed with brine, dried over Na2SO4, filtered, and concentrated. This intermediate was reduced and then, oxidized as described in Example 1 to afford 206A (577 mg,... The reactants are N(=O)[O-].[Na+] (sodium nitrite), ice, ice, NC1=C(C(=O)O)C=C(C=C1)[N+](=O)[O-] (2-amino-5-nitrobenzoic acid), Cl (HCl), Cl (HCl). The solvent is O (water), O (water). Conditions: temperature 0 celsius. The product is Cl.N(N)C1=C(C(=O)O)C=C(C=C1)[N+](=O)[O-] (2-hydrazinyl-5-nitrobenzoic acid hydrochloride). The yield is 93.0%. Reaction SMILES: [NH2:1][C:2]1[CH:10]=[CH:9][C:8]([N+:11]([O-:13])=[O:12])=[CH:7][C:3]=1[C:4]([OH:6])=[O:5].[ClH:14].[N:15]([O-])=O.[Na+]>O>[ClH:14].[NH:1]([C:2]1[CH:10]=[CH:9][C:8]([N+:11]([O-:13])=[O:12])=[CH:7][C:3]=1[C:4]([OH:6])=[O:5])[NH2:15] |f:2.3,5.6|. Reported procedure: To an ice cooled solution of 2-amino-5-nitrobenzoic acid (50.0 g, 274.5 mmol) in water (350 mL) was added conc. HCl (404 mL). The reaction mixture was stirred until the salt had precipitated out. A solution of sodium nitrite (29.0 g, 411.8 mmol) in water (300 mL) was slowly added at 0° C. with stirring for 15 min. This reaction mixture was slowly added to ice-cold sulfurous acid (2.5 L) followed by stirring at RT for 12 h. The reaction mixture was again cooled to 0° C. and conc. HCl was added un... Reactants: CC1=NN=C2N1C1=C(N(CC2)CCCN2CCN(CC2)C(C2=CC=CC=C2)C2=CC=C(C=C2)Cl)C=CC=C1 (5,6-dihydro-1-methyl-6-[3-[4-[(4-chlorophenyl)phenylmethyl]piperazin-1-yl]propyl]-4H[1,2,4]triazolo[4,3-a][1,5]benzodiazepine), C(\C=C\C(=O)O)(=O)O (fumaric acid), C(C)(C)O (isopropanol), C(C)(C)OC(C)C (isopropyl ether). Solvent: CO (methanol), CO (methanol). Product: C(\C=C\C(=O)O)(=O)O.CC1=NN=C2N1C1=C(N(CC2)CCCN2CCN(CC2)C(C2=CC=CC=C2)C2=CC=C(C=C2)Cl)C=CC=C1 (5,6-dihydro-1-methyl-6-[3-[4-[(4-chlorophenyl)phenylmethyl]piperazin-1-yl]propyl]-4H[1,2,4]triazolo[4,3-a][1,5]benzodiazepine fumaric acid salt). Yield: 34.7%. Reaction SMILES: [CH3:1][C:2]1[N:6]2[C:7]3[CH:38]=[CH:37][CH:36]=[CH:35][C:8]=3[N:9]([CH2:12][CH2:13][CH2:14][N:15]3[CH2:20][CH2:19][N:18]([CH:21]([C:28]4[CH:33]=[CH:32][C:31]([Cl:34])=[CH:30][CH:29]=4)[C:22]4[CH:27]=[CH:26][CH:25]=[CH:24][CH:23]=4)[CH2:17][CH2:16]3)[CH2:10][CH2:11][C:5]2=[N:4][N:3]=1.[C:39]([OH:46])(=[O:45])/[CH:40]=[CH:41]/[C:42]([OH:44])=[O:43].C(O)(C)C.C(OC(C)C)(C)C>CO>[C:39]([OH:46])(=[O:45])/[CH:40]=[CH:41]/[C:42]([OH:44])=[O:43].[CH3:1][C:2]1[N:6]2[C:7]3[CH:38]=[CH:37][CH:36]=[CH:35][C:8]=3[N:9]([CH2:12][CH2:13][CH2:14][N:15]3[CH2:16][CH2:17][N:18]([CH:21]([C:28]4[CH:29]=[CH:30][C:31]([Cl:34])=[CH:32][CH:33]=4)[C:22]4[CH:27]=[CH:26][CH:25]=[CH:24][CH:23]=4)[CH2:19][CH2:20]3)[CH2:10][CH2:11][C:5]2=[N:4][N:3]=1 |f:5.6|. Procedure details: To a solution containing 0.26 g of the compound of Example 214 in methanol, 59 mg of fumaric acid in methanol is added and the resulting mixture is condensed. To the resultant, isopropanol and isopropyl ether are added. The resultant is subjected to filtration and the filtrate is dried to obtain 0.11 g of (214) in the form of amorphous. Starting materials: ClCCl, O=S(=O)(OS(=O)(=O)C(F)(F)F)C(F)(F)F, COC(=O)c1ncccc1O. Product: COC(=O)c1ncccc1OS(=O)(=O)C(F)(F)F. RXN SMILES: [Cl:27][CH2:28][Cl:29].[F:1][C:2]([F:3])([F:4])[S:5](=[O:6])(=[O:7])[O:8][S:9]([C:10]([F:11])([F:12])[F:13])(=[O:14])=[O:15].[OH:16][c:17]1[c:18]([C:23](=[O:24])[O:25][CH3:26])[n:19][cH:20][cH:21][cH:22]1>>[F:1][C:2]([F:3])([F:4])[S:5](=[O:6])(=[O:7])[O:8][c:17]1[c:18]([C:23](=[O:24])[O:25][CH3:26])[n:19][cH:20][cH:21][cH:22]1. Reactants: COC=1C2=C(C=C(C1)C[C@H]1CC(=O)OC1)OCO2 ((S)-3-[1-(5-methoxy-3,4-methylenedioxyphenyl)methyl]butanolide), COC=1C=C(C=O)C=C(C1OC)OC (3,4,5-trimethoxybenzaldehyde), [H-].[Na+] (sodium hydride), CO (methanol), Cl (HCl). Solvent: C1(=CC=CC=C1)C (toluene). Run at temperature 0 celsius, time 48 hour. The product is COC=1C2=C(C=C(C1)C[C@H]1\C(\C(=O)OC1)=C/C1=CC(=C(C(=C1)OC)OC)OC)OCO2 ((S)-(E)-3-[1-(5-methoxy-3,4-methylenedioxyphenyl)methyl]-2-(3,4,5-trimethoxybenzylidene)butanolide), oil. Yield: 48.0%. Reaction SMILES: [CH3:1][O:2][C:3]1[C:4]2[O:18][CH2:17][O:16][C:5]=2[CH:6]=[C:7]([CH2:9][C@@H:10]2[CH2:15][O:14][C:12](=[O:13])[CH2:11]2)[CH:8]=1.[CH3:19][O:20][C:21]1[CH:22]=[C:23]([CH:26]=[C:27]([O:31][CH3:32])[C:28]=1[O:29][CH3:30])[CH:24]=O.[H-].[Na+].CO.Cl>C1(C)C=CC=CC=1>[CH3:1][O:2][C:3]1[C:4]2[O:18][CH2:17][O:16][C:5]=2[CH:6]=[C:7]([CH2:9][C@@H:10]2[CH2:15][O:14][C:12](=[O:13])/[C:11]/2=[CH:24]/[C:23]2[CH:26]=[C:27]([O:31][CH3:32])[C:28]([O:29][CH3:30])=[C:21]([O:20][CH3:19])[CH:22]=2)[CH:8]=1 |f:2.3|. Procedure details: A solution of (S)-3-[1-(5-methoxy-3,4-methylenedioxyphenyl)methyl]butanolide (25.0 g, 0.1 mol) and 3,4,5-trimethoxybenzaldehyde (31.0 g, 0.16 mol) in 400 ml of toluene was cooled to 0° C. under an argon stream, followed by the addition of 10.8 g of sodium hydride (60%, 0.27 mol) and 0.4 ml (0.01 mol) of methanol. After stirred at 0° C. for 15 minutes and further at room temperature for 48 hours, the reaction mixture was ice-cooled and added with 100 ml of 6N-HCl. After the removal of the water l... Starting materials: CC(CCC)NC1=CC=CC=C1 (N-(1-methyl butyl)aniline), C(CCCCCC)Br (1-heptylbromide). Product: C(CCCCCC)N(C1=CC=CC=C1)C(CCC)C (N-n-heptyl-N-(1-methylbutyl)aniline). As a reaction SMILES: [CH3:1][CH:2]([NH:6][C:7]1[CH:12]=[CH:11][CH:10]=[CH:9][CH:8]=1)[CH2:3][CH2:4][CH3:5].[CH2:13](Br)[CH2:14][CH2:15][CH2:16][CH2:17][CH2:18][CH3:19]>>[CH2:13]([N:6]([CH:2]([CH3:1])[CH2:3][CH2:4][CH3:5])[C:7]1[CH:12]=[CH:11][CH:10]=[CH:9][CH:8]=1)[CH2:14][CH2:15][CH2:16][CH2:17][CH2:18][CH3:19]. Procedure: N-n-heptyl-N-(1-methylbutyl)aniline was prepared from N-(1-methyl butyl)aniline and 1-heptylbromide using the same method as in Example 2ii).